From a dataset of the Open Reaction Database (ORD), a public repository of structured organic reaction records. describe an organic reaction: reactants, conditions, products, and yield Reaction SMILES: [CH2:1]([O:8][C:9]1[CH:10]=[C:11]2[C:16](=[CH:17][CH:18]=1)[O:15][C:14]([CH3:20])([CH3:19])[CH:13]([OH:21])[CH:12]2[N:22]([CH3:27])[S:23]([CH3:26])(=[O:25])=[O:24])[C:2]1[CH:7]=[CH:6][CH:5]=[CH:4][CH:3]=1.[H-].[Na+].[CH3:30]I>CN(C=O)C>[CH2:1]([O:8][C:9]1[CH:10]=[C:11]2[C:16](=[CH:17][CH:18]=1)[O:15][C:14]([CH3:20])([CH3:19])[CH:13]([O:21][CH3:30])[CH:12]2[N:22]([CH3:27])[S:23]([CH3:26])(=[O:24])=[O:25])[C:2]1[CH:7]=[CH:6][CH:5]=[CH:4][CH:3]=1 |f:1.2|. The product is C(C1=CC=CC=C1)OC=1C=C2C(C(C(OC2=CC1)(C)C)OC)N(S(=O)(=O)C)C (N-(6-benzyloxy-3-methoxy-2,2-dimethylchroman-4-yl)-N-methyl-methanesulfonamide). Starting materials: [H-].[Na+] (sodium hydride), C(C1=CC=CC=C1)OC=1C=C2C(C(C(OC2=CC1)(C)C)O)N(S(=O)(=O)C)C (N-(6-benzyloxy-3-hydroxy-2,2-dimethylchroman-4-yl)-N-methyl-methanesulfonamide), CI (methyl iodide). Procedure: 0.5 g (1.3 mmol) of N-(6-benzyloxy-3-hydroxy-2,2-dimethylchroman-4-yl)-N-methyl-methanesulfonamide (Example 1g) dissolved in 4 ml of DMF was added dropwise to a suspension of 0.05 g (1.7 mmol) of sodium hydride in 3 ml of DMF. The mixture was stirred at RT for 30 min, 0.25 g (1.8 mmol) of methyl iodide was added, and the mixture was stirred at RT for another 3 h. The reaction mixture was concentrated under reduced pressure, the residue was taken up in water and EA and the organic phase was washe... Isolated yield 98.6%. Run at time 30 minute. Run in CN(C)C=O (DMF), CN(C)C=O (DMF).